The task is: describe an organic reaction: reactants, conditions, products, and yield. This data is from the Open Reaction Database (ORD), a public repository of structured organic reaction records. Reactants: Clc1cc(Cl)c(NCC2CCOCC2)nc1Br, O=C([O-])[O-], COCCOC, CCOC(C)=O, OB(O)c1cc(F)ncc1Cl, [Na+], [Na+], [Na+], O=C([O-])O. Product: Fc1cc(-c2nc(NCC3CCOCC3)c(Cl)cc2Cl)c(Cl)cn1. RXN SMILES: [Br:1][c:2]1[c:3]([Cl:17])[cH:4][c:5]([Cl:16])[c:6]([NH:8][CH2:9][CH:10]2[CH2:11][CH2:12][O:13][CH2:14][CH2:15]2)[n:7]1.[C:29](=[O:30])([O-:31])[O-:32].[CH3:35][O:36][CH2:37][CH2:38][O:39][CH3:40].[CH3:41][CH2:42][O:43][C:44]([CH3:45])=[O:46].[Cl:18][c:19]1[c:20]([B:26]([OH:27])[OH:28])[cH:21][c:22]([F:25])[n:23][cH:24]1.[Na+:33].[Na+:34].[Na+:51].[O-:47][C:48]([OH:49])=[O:50]>>[c:2]1(-[c:20]2[c:19]([Cl:18])[cH:24][n:23][c:22]([F:25])[cH:21]2)[c:3]([Cl:17])[cH:4][c:5]([Cl:16])[c:6]([NH:8][CH2:9][CH:10]2[CH2:11][CH2:12][O:13][CH2:14][CH2:15]2)[n:7]1.